This data is from the Open Reaction Database (ORD), a public repository of structured organic reaction records. The task is: describe an organic reaction: reactants, conditions, products, and yield Reactants: C(C)(C)(C)C1=C(C(=CC(=C1)SC1CCNCC1)C(C)(C)C)O (2,6-di-tert-butyl-4-(piperidin-4-ylsulfanyl)-phenol), C(C)(C)N(CC)C(C)C (diisopropylethyl amine), COC(=O)C=1N(C(=CC1)S(=O)(=O)Cl)C (methyl-5-(chlorosulfonyl)-1-methyl-1H-pyrrole-2-carboxylate). The solvent is C1CCOC1 (THF), C(C)(=O)OCC (ethyl acetate), O (water). Run at time 5 hour. The product is COC(=O)C=1N(C(=CC1)S(=O)(=O)N1CCC(CC1)SC1=CC(=C(C(=C1)C(C)(C)C)O)C(C)(C)C)C (5-[4-(3,5-di-tert-butyl-4-hydroxy-phenylsulfanyl)-piperidine-1-sulfonyl]-1-methyl-1H-pyrrole-2-carboxylic acid methyl ester). Isolated yield 98.5%. Reaction SMILES: [C:1]([C:5]1[CH:10]=[C:9]([S:11][CH:12]2[CH2:17][CH2:16][NH:15][CH2:14][CH2:13]2)[CH:8]=[C:7]([C:18]([CH3:21])([CH3:20])[CH3:19])[C:6]=1[OH:22])([CH3:4])([CH3:3])[CH3:2].C(N(C(C)C)CC)(C)C.[CH3:32][O:33][C:34]([C:36]1[N:37]([CH3:45])[C:38]([S:41](Cl)(=[O:43])=[O:42])=[CH:39][CH:40]=1)=[O:35]>C1COCC1.C(OCC)(=O)C.O>[CH3:32][O:33][C:34]([C:36]1[N:37]([CH3:45])[C:38]([S:41]([N:15]2[CH2:16][CH2:17][CH:12]([S:11][C:9]3[CH:8]=[C:7]([C:18]([CH3:21])([CH3:20])[CH3:19])[C:6]([OH:22])=[C:5]([C:1]([CH3:4])([CH3:3])[CH3:2])[CH:10]=3)[CH2:13][CH2:14]2)(=[O:43])=[O:42])=[CH:39][CH:40]=1)=[O:35]. Reported procedure: Alternatively, to a solution of 2,6-di-tert-butyl-4-(piperidin-4-ylsulfanyl)-phenol (Ex. 3d, 48.0 g, 0.15 moles) in THF (1000 mL) was added diisopropylethyl amine (39.0 mL, 0.22 moles) and methyl-5-(chlorosulfonyl)-1-methyl-1H-pyrrole-2-carboxylate (35.5 g, 0.15 moles) and the resulting solution was stirred at room temperature for 5 hours. Upon completion, as determined by HPLC, the reaction was diluted with ethyl acetate (500 mL) and water (500 mL). The layers were cut and the organic layer was... The reactants are CC(C)(C)O, COc1cc(CC(NC(=O)OC(C)(C)C)C(=O)O)ccc1O, CN(C)C(OCC(C)(C)C)OCC(C)(C)C, Cc1ccccc1, [Na+], O=C([O-])O. Product: COc1cc(CC(NC(=O)OC(C)(C)C)C(=O)OC(C)(C)C)ccc1O. As a reaction SMILES: [C:1]([CH3:2])([CH3:3])([CH3:4])[OH:5].[C:6]([CH3:7])([CH3:8])([CH3:9])[O:10][C:11](=[O:12])[NH:13][CH:14]([C:15](=[O:16])[OH:17])[CH2:18][c:19]1[cH:20][c:21]([O:26][CH3:27])[c:22]([OH:25])[cH:23][cH:24]1.[CH2:28]([O:29][CH:30]([O:31][CH2:32][C:33]([CH3:34])([CH3:35])[CH3:36])[N:37]([CH3:38])[CH3:39])[C:40]([CH3:41])([CH3:42])[CH3:43].[CH3:49][c:50]1[cH:51][cH:52][cH:53][cH:54][cH:55]1.[Na+:48].[O-:44][C:45]([OH:46])=[O:47]>>[C:1]([CH3:2])([CH3:3])([CH3:4])[O:17][C:15]([CH:14]([NH:13][C:11]([O:10][C:6]([CH3:7])([CH3:8])[CH3:9])=[O:12])[CH2:18][c:19]1[cH:20][c:21]([O:26][CH3:27])[c:22]([OH:25])[cH:23][cH:24]1)=[O:16]. Starting materials: C(C)(C)(C)[Mg]Cl (t-butyl magnesium chloride), ClC=1C=CC2=C(CCC=3C(=NC=CC3)C2=O)C1 (8-chloro-5,6-dihydro-11H-benzo[5,6]cyclohepta[1,2-b]pyridin-11-one), [Cl-].[NH4+] (ammonium chloride). Solvent: C1CCOC1 (THF), C1CCOC1 (THF). Run at time 8 hour. Yields the product CC(C)(C)C=1C=C2C(=NC1)C(C1=C(CC2)C=C(C=C1)Cl)=O (3-(1.1-DIMETHYL-1-ETHYL)-8-CHLORO-5,6-DIHYDRO-11H-BENZO(5.6)CYCLOHEPTA(1,2-b)PYRIDIN-11-ONE). As a reaction SMILES: [Cl:1][C:2]1[CH:3]=[CH:4][C:5]2[C:15](=[O:16])[C:10]3=[N:11][CH:12]=[CH:13][CH:14]=[C:9]3[CH2:8][CH2:7][C:6]=2[CH:17]=1.[C:18]([Mg]Cl)([CH3:21])([CH3:20])[CH3:19].[Cl-].[NH4+]>C1COCC1>[CH3:19][C:18]([C:13]1[CH:14]=[C:9]2[CH2:8][CH2:7][C:6]3[CH:17]=[C:2]([Cl:1])[CH:3]=[CH:4][C:5]=3[C:15](=[O:16])[C:10]2=[N:11][CH:12]=1)([CH3:21])[CH3:20] |f:2.3|. Procedure: To a mixture of 20.05 grams (82.28 mmol) of 8-chloro-5,6-dihydro-11H-benzo[5,6]cyclohepta[1,2-b]pyridin-11-one in 400 ml of dry THF at -72° C. and under an atmosphere of nitrogen was added dropwise over 40 minutes 66.0 ml of 2.7M t-butyl magnesium chloride in THF. The reaction mixture was slowly warmed to room temperature and stirred overnight. The mixture was then poured into 10% aqueous ammonium chloride and extracted four times with CH2Cl2. The combined organic portions were dried over MgSO4,... Starting materials: FC1=C(C=C(CN(S(=O)(=O)C2=CC=C(C=C2)C(=O)O)C2=C(C3=C(S2)C=CC=C3)C)C=C1)C(F)(F)F (N-[4-Fluoro-3-(trifluoromethyl)-benzyl]-N-(3-methylbenzo[b]thiophen-2-yl)-4-carboxy-benzenesulfonamide), [OH-].[Na+] (NaOH), CO (MeOH), compound 141. Run in CCOC(=O)C (EtOAc), Cl (HCl). Conditions: time 18 hour. The product is FC1=C(C=C(CN(S(=O)(=O)C2=CC=C(C=C2)C(=O)OC)C2=C(C3=C(S2)C=CC=C3)C)C=C1)C(F)(F)F (N-[4-Fluoro-3-(trifluoromethyl)-benzyl]-N-(3-methylbenzo[b]thiophen-2-yl)-4-carbomethoxy-benzenesulfonamide). RXN SMILES: [F:1][C:2]1[CH:31]=[CH:30][C:5]([CH2:6][N:7]([C:20]2[S:24][C:23]3[CH:25]=[CH:26][CH:27]=[CH:28][C:22]=3[C:21]=2[CH3:29])[S:8]([C:11]2[CH:16]=[CH:15][C:14]([C:17]([OH:19])=[O:18])=[CH:13][CH:12]=2)(=[O:10])=[O:9])=[CH:4][C:3]=1[C:32]([F:35])([F:34])[F:33].[CH3:36]O.[OH-].[Na+]>CCOC(C)=O.Cl>[F:1][C:2]1[CH:31]=[CH:30][C:5]([CH2:6][N:7]([C:20]2[S:24][C:23]3[CH:25]=[CH:26][CH:27]=[CH:28][C:22]=3[C:21]=2[CH3:29])[S:8]([C:11]2[CH:16]=[CH:15][C:14]([C:17]([O:19][CH3:36])=[O:18])=[CH:13][CH:12]=2)(=[O:9])=[O:10])=[CH:4][C:3]=1[C:32]([F:35])([F:33])[F:34] |f:2.3|. Reported procedure: N-[4-Fluoro-3-(trifluoromethyl)-benzyl]-N-(3-methylbenzo[b]thiophen-2-yl)-4-carboxy-benzenesulfonamide (not shown). A 3-L 4-neck flask equipped with an overhead mechanical stirrer, N2 inlet/outlet adapter, condenser and thermocouple was charged with MeOH (1.9 L) and compound 141 (190 g, 0.35 mol) followed by 3M NaOH (412 mL, 1.2 mol) and the reaction mixture was refluxed for 2 h. The reaction mixture was cooled to room temperature, diluted with EtOAc (2 L) and 1N HCl (2 L), the layers separated ... Reaction SMILES: [CH2:1]([CH2:2][CH2:3][CH2:4][CH2:5][CH2:6][CH2:7][CH2:8][CH2:9][CH2:10][CH2:11][CH2:12][CH2:13][CH3:14])[CH:15]([C:16](=[O:17])[OH:18])[CH2:19][CH2:20][CH2:21][CH2:22][CH2:23][CH2:24][CH2:25][CH2:26][CH2:27][CH2:28][CH2:29][CH2:30][CH2:31][CH3:32].[S:33]([Cl:34])([Cl:35])=[O:36].[cH:37]1[cH:38][cH:39][cH:40][cH:41][cH:42]1>>[CH2:1]([CH2:2][CH2:3][CH2:4][CH2:5][CH2:6][CH2:7][CH2:8][CH2:9][CH2:10][CH2:11][CH2:12][CH2:13][CH3:14])[CH:15]([C:16](=[O:17])[Cl:35])[CH2:19][CH2:20][CH2:21][CH2:22][CH2:23][CH2:24][CH2:25][CH2:26][CH2:27][CH2:28][CH2:29][CH2:30][CH2:31][CH3:32]. The product is CCCCCCCCCCCCCCC(CCCCCCCCCCCCCC)C(=O)Cl. Reactants: CCCCCCCCCCCCCCC(CCCCCCCCCCCCCC)C(=O)O, O=S(Cl)Cl, c1ccccc1. Starting materials: C(C1=CC=CC=C1)OC1=CC=C2C=CC=C(C2=C1)I (7-benzyloxy-1-iodo-naphthalene), C(C)(C)(C)[Li] (tert-butyl-lithium), CCCCC (pentane), CN(CCN(C)C)C (tetramethylethylene-diamine), CN(C=O)C (N, N-dimethylformamide). The solvent is CCOCC (ether), C(C)(=O)OCC (Ethyl acetate). Reaction conditions: temperature 5 celsius, time 1 hour. Product: C(C1=CC=CC=C1)OC1=CC=C2C=CC=C(C2=C1)C=O (7-benzyloxy-naphthalene-1-carbaldehyde). Isolated yield 58.2%. Reaction SMILES: [CH2:1]([O:8][C:9]1[CH:18]=[C:17]2[C:12]([CH:13]=[CH:14][CH:15]=[C:16]2I)=[CH:11][CH:10]=1)[C:2]1[CH:7]=[CH:6][CH:5]=[CH:4][CH:3]=1.C([Li])(C)(C)C.CCCCC.CN(C)CCN(C)C.CN(C)[CH:40]=[O:41]>CCOCC.C(OCC)(=O)C>[CH2:1]([O:8][C:9]1[CH:18]=[C:17]2[C:12]([CH:13]=[CH:14][CH:15]=[C:16]2[CH:40]=[O:41])=[CH:11][CH:10]=1)[C:2]1[CH:7]=[CH:6][CH:5]=[CH:4][CH:3]=1. Reported procedure: To a solution of 7-benzyloxy-1-iodo-naphthalene (4.60 g, 12.77 mmol) in ether (120 mL) is added 1.7 M tert-butyl-lithium in pentane (8.26 mL, 14.0 mmol) at −78° C. under nitrogen atmosphere and the resulting mixture is stirred for one hour while being warmed up to 5° C. The mixture is cooled to −78° C. again before tetramethylethylene-diamine (1.93 mL, 1.49 g, 12.79 mmol) is added. The mixture is stirred for 10 minutes before N, N-dimethylformamide (0.99 mL, 0.93 g, 12.78 mmol) is added. The mix... Reactants: COC(=O)C=1CN(CCC1C=1C=NC(=CC1)OCC1=CC(=NO1)C1=C(C(=CC=C1F)F)Cl)C(=O)OC(C)(C)C (6-[3-(2-Chloro-3,6-difluoro-phenyl)-isoxazol-5-ylmethoxy]-5′,6′-dihydro-2′H-[3,4′]bipyridinyl-1′,3′-dicarboxylic Acid 1′-tert-butyl Ester 3′-methyl Ester), [Li+].[OH-] (LiOH), Cl (HCl). Solvent: C1CCOC1 (THF). Run at temperature 70 celsius, time 8 hour. Yields the product C(C)(C)(C)OC(=O)N1CC(=C(CC1)C=1C=NC(=CC1)OCC1=CC(=NO1)C1=C(C(=CC=C1F)F)Cl)C(=O)O (6-[3-(2-Chloro-3,6-difluoro-phenyl)-isoxazol-5-ylmethoxy]-5′,6′-dihydro-2′H-[3,4′]bipyridinyl-1′,3′-dicarboxylic acid 1′-tert-butyl ester). Reaction SMILES: C[O:2][C:3]([C:5]1[CH2:6][N:7]([C:33]([O:35][C:36]([CH3:39])([CH3:38])[CH3:37])=[O:34])[CH2:8][CH2:9][C:10]=1[C:11]1[CH:12]=[N:13][C:14]([O:17][CH2:18][C:19]2[O:23][N:22]=[C:21]([C:24]3[C:29]([F:30])=[CH:28][CH:27]=[C:26]([F:31])[C:25]=3[Cl:32])[CH:20]=2)=[CH:15][CH:16]=1)=[O:4].[Li+].[OH-].Cl>C1COCC1>[C:36]([O:35][C:33]([N:7]1[CH2:8][CH2:9][C:10]([C:11]2[CH:12]=[N:13][C:14]([O:17][CH2:18][C:19]3[O:23][N:22]=[C:21]([C:24]4[C:29]([F:30])=[CH:28][CH:27]=[C:26]([F:31])[C:25]=4[Cl:32])[CH:20]=3)=[CH:15][CH:16]=2)=[C:5]([C:3]([OH:4])=[O:2])[CH2:6]1)=[O:34])([CH3:39])([CH3:37])[CH3:38] |f:1.2|. Procedure: A mixture of compound C8 (1.00 g, 1.78 mmol) and aq. 1M LiOH (7.00 mL, 7.00 mmol) in THF (7.00 mL) was stirred overnight at 70° C. Aq. 1M HCl was added until a pH=4 was reached. The mixture was extracted with EtOAc (3×). The combined org. extracts were dried over MgSO4, filtered, and the solvents were removed under reduced pressure. Drying the residue under high vacuum yielded the title compound mixed with 6-[3-(2-chloro-3,6-difluoro-phenyl)-isoxazol-5-ylmethoxy]-3′,6′-dihydro-2′H-[3,4′]bipyridi... The reactants are Cl.ClCCC1(OC2=C(C(N(C1)C)=O)C=CC=N2)C (2-(2-chloroethyl)-2,3-dihydro-2,4-dimethylpyrido[3,2-f]-1,4-oxazepin-5(4H)-one hydrochloride), CNC (dimethylamine). The solvent is CO (methanol). Reaction conditions: time 8 day. Product: Cl.Cl.CN(CCC1(OC2=C(C(N(C1)C)=O)C=CC=N2)C)C (2-[2-(Dimethylamino)ethyl]-2,3-dihydro-2,4-dimethylpyrido[3,2-f][1,4]oxazepin-5(4H)-one dihydrochloride). The yield is 67.0%. Reaction SMILES: [ClH:1].[Cl:2][CH2:3][CH2:4][C:5]1([CH3:18])[CH2:11][N:10]([CH3:12])[C:9](=[O:13])[C:8]2[CH:14]=[CH:15][CH:16]=[N:17][C:7]=2[O:6]1.[CH3:19][NH:20][CH3:21]>CO>[ClH:2].[ClH:1].[CH3:19][N:20]([CH3:21])[CH2:3][CH2:4][C:5]1([CH3:18])[CH2:11][N:10]([CH3:12])[C:9](=[O:13])[C:8]2[CH:14]=[CH:15][CH:16]=[N:17][C:7]=2[O:6]1 |f:0.1,4.5.6|. Reported procedure: To 4.5 g (0.015 mole) of 2-(2-chloroethyl)-2,3-dihydro-2,4-dimethylpyrido[3,2-f]-1,4-oxazepin-5(4H)-one hydrochloride in 15 ml of methanol was added 40 ml of dimethylamine. The flask was sealed tightly and left standing at room temperature for 8 days. The methanol and dimethylamine were removed by rotary evaporation (70° C.; 30 mm). The residue was taken up in 150 ml of chloroform, washed with 2×50 ml dil aqueous sodium hydroxide, dried over anhydrous sodium sulfate, filtered and concentrated by...